This data is from the Open Reaction Database (ORD), a public repository of structured organic reaction records. The task is: describe an organic reaction: reactants, conditions, products, and yield Starting materials: OC1(c2ccc(Br)cc2)CCC1, CI, [H-], [Na+], CN(C)C=O. Yields the product COC1(c2ccc(Br)cc2)CCC1. Reaction SMILES: [Br:3][c:4]1[cH:5][cH:6][c:7]([C:10]2([OH:14])[CH2:11][CH2:12][CH2:13]2)[cH:8][cH:9]1.[CH3:15][I:16].[H-:2].[Na+:1].[O:17]=[CH:18][N:19]([CH3:20])[CH3:21]>>[Br:3][c:4]1[cH:5][cH:6][c:7]([C:10]2([O:14][CH3:15])[CH2:11][CH2:12][CH2:13]2)[cH:8][cH:9]1.